From a dataset of the Open Reaction Database (ORD), a public repository of structured organic reaction records. describe an organic reaction: reactants, conditions, products, and yield Starting materials: C(C1=CC=CC=C1)OC=1C=C(C(=O)N(CC)CC)C=CC1OC (3-benzyloxy-N,N-diethyl-4-methoxy-benzamide), CN(C)C=O (DMF), CN(CCN(C)C)C (tetramethylethylendiamine), C(C)(CC)[Li] (sec-butyl lithium). Solvent: C1CCOC1 (THF). Run at temperature -78 celsius, time 4 hour. Product: C(C1=CC=CC=C1)OC=1C(=C(C(=O)N(CC)CC)C=CC1OC)C=O (3-Benzyloxy-N,N-diethyl-2-formyl-4-methoxy-benzamide). Isolated yield 31.9%. RXN SMILES: [CH2:1]([O:8][C:9]1[CH:10]=[C:11]([CH:19]=[CH:20][C:21]=1[O:22][CH3:23])[C:12]([N:14]([CH2:17][CH3:18])[CH2:15][CH3:16])=[O:13])[C:2]1[CH:7]=[CH:6][CH:5]=[CH:4][CH:3]=1.CN(C)CCN(C)C.C([Li])(CC)C.CN([CH:40]=[O:41])C>C1COCC1>[CH2:1]([O:8][C:9]1[C:10]([CH:40]=[O:41])=[C:11]([CH:19]=[CH:20][C:21]=1[O:22][CH3:23])[C:12]([N:14]([CH2:15][CH3:16])[CH2:17][CH3:18])=[O:13])[C:2]1[CH:3]=[CH:4][CH:5]=[CH:6][CH:7]=1. Procedure details: A solution of 3-benzyloxy-N,N-diethyl-4-methoxy-benzamide (39.54 g, 126.2 mmoles), prepared as described in example 55, and tetramethylethylendiamine (16.13 g, 138.8 mmoles) in THF (4,250 ml), cooled to −78° C. under N2, was dropwise added with 1.21M sec-butyl lithium (115.64 ml, 138.8 mmoles). After 2 hours DMF (43 ml, 555 mmoles) was added and the mixture was left at −78° C. for 4 hours, then overnight let the temperature rise. The mixture was washed with a 0.4M pH=7 phosphate buffer, the orga... Product: C(C1=CC=CC=C1)OC(=O)NC(CCP(OCC)(OCC)=O)CCCCCCCCCCCC ((±)-Diethyl 3-(benzyloxycarbonylamino)pentadecylphosphonate). As a reaction SMILES: C([CH:4]([CH2:15][CH2:16][CH2:17][CH2:18][CH2:19][CH2:20][CH2:21][CH2:22][CH2:23][CH2:24][CH2:25][CH3:26])[CH2:5][CH2:6][P:7](=[O:14])([O:11][CH2:12][CH3:13])[O:8][CH2:9][CH3:10])(O)=O.Cl[C:28]([O:30][CH3:31])=[O:29].[N-:32]=[N+]=[N-].[Na+].C(O)[C:37]1[CH:42]=[CH:41][CH:40]=[CH:39][CH:38]=1>C1COCC1.O.CCOC(C)=O>[CH2:31]([O:30][C:28]([NH:32][CH:4]([CH2:15][CH2:16][CH2:17][CH2:18][CH2:19][CH2:20][CH2:21][CH2:22][CH2:23][CH2:24][CH2:25][CH3:26])[CH2:5][CH2:6][P:7](=[O:14])([O:8][CH2:9][CH3:10])[O:11][CH2:12][CH3:13])=[O:29])[C:37]1[CH:42]=[CH:41][CH:40]=[CH:39][CH:38]=1 |f:2.3|. Procedure details: A solution of 0.62 g (1.6 mmol) of (±)-diethyl 3-(carboxy)pentadecylphosphonate (from Example 27, Step B) in 5 mL of THF at 0° C. was treated with 0.27 mL (1.9 mmol) of TEA and 0.23 mL (1.9 mmol) of methyl chloroformate. The resulting mixture was stirred cold for 30 min, then treated with a solution of 0.51 g (7.9 mmol) of sodium azide in 3 mL of water. The resulting mixture was stirred for 2 h at 0° C. The reaction was diluted with 50 mL of EtOAc, washed with 50 mL of 2 N HCl, 50 mL of sat'd Na... Starting materials: C(=O)(O)C(CCP(OCC)(OCC)=O)CCCCCCCCCCCC ((±)-Diethyl 3-(carboxy)pentadecylphosphonate), TEA, ClC(=O)OC (methyl chloroformate), [N-]=[N+]=[N-].[Na+] (sodium azide), C(C1=CC=CC=C1)O (benzyl alcohol). Solvent: CCOC(=O)C (EtOAc), C1CCOC1 (THF), O (water). Yield: 56.5%. Run at temperature 85 celsius, time 30 minute. The reactants are C1CCOC1, CN, Cn1cc([N+](=O)[O-])c(C(=O)O)n1. Yields the product CNC(=O)c1nn(C)cc1[N+](=O)[O-]. RXN SMILES: [CH2:15]1[O:16][CH2:17][CH2:18][CH2:19]1.[CH3:13][NH2:14].[CH3:1][n:2]1[n:3][c:4]([C:10](=[O:11])[OH:12])[c:5]([N+:7](=[O:8])[O-:9])[cH:6]1>>[CH3:1][n:2]1[n:3][c:4]([C:10](=[O:12])[NH:14][CH3:13])[c:5]([N+:7](=[O:8])[O-:9])[cH:6]1.